This data is from the Open Reaction Database (ORD), a public repository of structured organic reaction records. The task is: describe an organic reaction: reactants, conditions, products, and yield Starting materials: CC(C)(C)OC(=O)N1CCNCC1, CC#N, CCOC(C)=O, CCN(C(C)C)C(C)C, O=[N+]([O-])c1cccc2oc(CCl)nc12. Yields the product CC(C)(C)OC(=O)N1CCN(Cc2nc3c([N+](=O)[O-])cccc3o2)CC1. Reaction SMILES: [C:24](=[O:25])([O:26][C:27]([CH3:28])([CH3:29])[CH3:30])[N:31]1[CH2:32][CH2:33][NH:34][CH2:35][CH2:36]1.[CH3:37][C:38]#[N:39].[CH3:40][CH2:41][O:42][C:43]([CH3:44])=[O:45].[CH:15]([N:16]([CH2:17][CH3:18])[CH:19]([CH3:20])[CH3:21])([CH3:22])[CH3:23].[Cl:1][CH2:2][c:3]1[o:4][c:5]2[c:6]([n:7]1)[c:8]([N+:12](=[O:13])[O-:14])[cH:9][cH:10][cH:11]2>>[CH2:2]([c:3]1[o:4][c:5]2[c:6]([n:7]1)[c:8]([N+:12](=[O:13])[O-:14])[cH:9][cH:10][cH:11]2)[N:34]1[CH2:33][CH2:32][N:31]([C:24](=[O:25])[O:26][C:27]([CH3:28])([CH3:29])[CH3:30])[CH2:36][CH2:35]1.